From a dataset of the Open Reaction Database (ORD), a public repository of structured organic reaction records. describe an organic reaction: reactants, conditions, products, and yield Reactants: Fc1ccc(-c2cn3ccoc3n2)cc1, O=C1CCC(=O)N1I, CN(C)C=O, O. Yields the product Fc1ccc(-c2nc3occn3c2I)cc1. RXN SMILES: [F:1][c:2]1[cH:3][cH:4][c:5](-[c:8]2[n:9][c:10]3[o:11][cH:12][cH:13][n:14]3[cH:15]2)[cH:6][cH:7]1.[O:16]=[C:17]1[N:18]([I:23])[C:19](=[O:20])[CH2:21][CH2:22]1.[O:24]=[CH:25][N:26]([CH3:27])[CH3:28].[OH2:29]>>[F:1][c:2]1[cH:3][cH:4][c:5](-[c:8]2[n:9][c:10]3[o:11][cH:12][cH:13][n:14]3[c:15]2[I:23])[cH:6][cH:7]1.